describe an organic reaction: reactants, conditions, products, and yield From a dataset of the Open Reaction Database (ORD), a public repository of structured organic reaction records. Reactants: C1(CC1)NC(NN)=S (4-cyclopropyl-3-thiosemicarbazide), ClC(C(=O)OCC)C(=O)C (ethyl 2-chloroacetoacetate). The solvent is Cl (hydrogen chloride). Conditions: time 1 hour. Yields the product Cl.C1(CC1)NC1=NNC(=C1C(=O)OCC)C (3-(Cyclopropylamino)-5-methyl-1H-pyrazole-4-carboxylic acid, ethyl ester hydrochloride). Yield: 32.5%. Reaction SMILES: [CH:1]1([NH:4][C:5](=S)[NH:6][NH2:7])[CH2:3][CH2:2]1.[Cl:9][CH:10]([C:16]([CH3:18])=O)[C:11]([O:13][CH2:14][CH3:15])=[O:12]>Cl>[ClH:9].[CH:1]1([NH:4][C:5]2[C:10]([C:11]([O:13][CH2:14][CH3:15])=[O:12])=[C:16]([CH3:18])[NH:7][N:6]=2)[CH2:3][CH2:2]1 |f:3.4|. Reported procedure: A stirred slurry of 10.4 g (0.079 mole) of 4-cyclopropyl-3-thiosemicarbazide under nitrogen atmosphere was treated with 13 g (0.079 mole) of ethyl 2-chloroacetoacetate, stirred at ambient temperature for 1 hr, treated with 30 mL of 2N ethanolic hydrogen chloride and heated to reflux. The reaction mixture was allowed to cool to ambient temperature while stirring for ~72 hr. the sulfur residue was removed by filtration and the filtrate concentrated in vacuo to an orange oil which solidified. Recry... The reactants are CC(C=C)(CCCCCC)O (3-methyl-1-nonen-3-ol), esters, CC(C=C)(CCCCCC)O (3-methyl-1-nonen-3-ol), monocarboxylic acid ester, primary alcohol, alcohol, monocarboxylic acid, S(O)(O)(=O)=O (sulfuric acid), CC(=CCO)CCCCCC (3-methyl-2-nonen-1-ol), tertiary alcohol, CC(=CCO)CCCCCC (3-methyl-2-nonen-1-ol), CC(=CCO)CCCCCC (3-methyl-2-nonen-1-ol), alcohol, tertiary alcohol, alkali metal hydroxide, [OH-].[Na+] (sodium hydroxide), hydrocarbon, CC(=CCO)CCCCCC (3-methyl-2-nonen-1-ol), monocarboxylic acid esters. Solvent: C(C)(=O)O (acetic acid), CO (methanol). Product: CC(CCO)CCCCCC (3-methylnonan-1-ol), unsaturated alcohol 3-methyl-2-nonen-1-ol. RXN SMILES: [CH3:1][C:2]([CH2:6][CH2:7][CH2:8][CH2:9][CH2:10][CH3:11])=[CH:3][CH2:4][OH:5].CC(O)(CCCCCC)C=C.S(=O)(=O)(O)O.[OH-].[Na+]>CO.C(O)(=O)C>[CH3:1][CH:2]([CH2:6][CH2:7][CH2:8][CH2:9][CH2:10][CH3:11])[CH2:3][CH2:4][OH:5] |f:3.4|. Procedure details: The 3-methyl-2-nonen-1-ol employed in the perfume compositions of this invention and as a reactant in the production of monocarboxylic acid esters of that alcohol is produced by employing 3-methyl-1-nonen-3-ol as the starting material. The starting alcohol is reacted in the absence of solvents with a monocarboxylic acid such as acetic acid together with sulfuric acid and maintained at a temperature of about 50° to 80° C. The progress of the reaction is followed by I.R. spectroscopy. Under these ...